From a dataset of the Open Reaction Database (ORD), a public repository of structured organic reaction records. describe an organic reaction: reactants, conditions, products, and yield The reactants are CCN(CC1CCNCC1)C(C)Cc1ccc(OC)cc1, Cl, N#CO[K], O. Reaction SMILES: [CH3:2][O:3][c:4]1[cH:5][cH:6][c:7]([CH2:10][CH:11]([CH3:12])[N:13]([CH2:14][CH3:15])[CH2:16][CH:17]2[CH2:18][CH2:19][NH:20][CH2:21][CH2:22]2)[cH:8][cH:9]1.[ClH:1].[K:23][O:24][C:25]#[N:26].[OH2:27]>>[CH3:2][O:3][c:4]1[cH:5][cH:6][c:7]([CH2:10][CH:11]([CH3:12])[N:13]([CH2:14][CH3:15])[CH2:16][CH:17]2[CH2:18][CH2:19][N:20]([C:25](=[O:24])[NH2:26])[CH2:21][CH2:22]2)[cH:8][cH:9]1. Product: CCN(CC1CCN(C(N)=O)CC1)C(C)Cc1ccc(OC)cc1. Starting materials: E2, ClC=1C=C(OC2=C(C=C(C=C2)CO)F)C=CC1F ((4-(3-chloro-4-fluorophenoxy)-3-fluorophenyl)methanol), ClC1=NC(N2C(N(CCC2)C)=C1)=O (8-chloro-1-methyl-3,4-dihydro-1H-pyrimido[1,6-a]pyrimidin-6(2H)-one). Product: ClC=1C=C(OC2=C(C=C(COC3=NC(N4C(N(CCC4)C)=C3)=O)C=C2)F)C=CC1F (8-((4-(3-chloro-4-fluorophenoxy)-3-fluorobenzyl)oxy)-1-methyl-3,4-dihydro-1H-pyrimido[1,6-a]pyrimidin-6(2H)-one). RXN SMILES: [Cl:1][C:2]1[CH:3]=[C:4]([CH:15]=[CH:16][C:17]=1[F:18])[O:5][C:6]1[CH:11]=[CH:10][C:9]([CH2:12][OH:13])=[CH:8][C:7]=1[F:14].Cl[C:20]1[CH:30]=[C:24]2[N:25]([CH3:29])[CH2:26][CH2:27][CH2:28][N:23]2[C:22](=[O:31])[N:21]=1>>[Cl:1][C:2]1[CH:3]=[C:4]([CH:15]=[CH:16][C:17]=1[F:18])[O:5][C:6]1[CH:11]=[CH:10][C:9]([CH2:12][O:13][C:20]2[CH:30]=[C:24]3[N:25]([CH3:29])[CH2:26][CH2:27][CH2:28][N:23]3[C:22](=[O:31])[N:21]=2)=[CH:8][C:7]=1[F:14]. Reported procedure: The title compound or its salt was prepared by a procedure similar to that described for E2 starting from (4-(3-chloro-4-fluorophenoxy)-3-fluorophenyl)methanol and 8-chloro-1-methyl-3,4-dihydro-1H-pyrimido[1,6-a]pyrimidin-6(2H)-one. The reactants are O (water), ClC1=C(C=CC(=C1)Cl)C1N(C(C2=CC=CC=C2C1C(=O)NOCC1=NC(=CC=C1)CO)=O)C1C(CCCC1)NS(=O)(=O)C ((3RS,4RS)-3-(2,4-dichlorophenyl)-N-{[6-(hydroxymethyl)pyridin-2-yl]methoxy}-2-{(1SR,2SR)-2-[(methylsulfonyl)amino]cyclohexyl}-1-oxo-1,2,3,4-tetrahydroisoquinoline-4-carboxamide), C(C)(=O)OC(C)=O (acetic anhydride), N1=CC=CC=C1 (pyridine). The reagents and catalysts are CN(C)C=1C=CN=CC1 (DMAP). Run in ClCCl (dichloromethane). Conditions: time 8 hour. Yields the product C(C)(=O)OCC1=NC(=CC=C1)CON(C(=O)C1C(N(C(C2=CC=CC=C12)=O)C1C(CCCC1)NS(=O)(=O)C)C1=C(C=C(C=C1)Cl)Cl)C(C)=O ((6-{[(acetyl{[3-(2,4-dichlorophenyl)-2-{2-[(methylsulfonyl)amino]cyclohexyl}-1-oxo-1,2,3,4-tetrahydroisoquinolin-4-yl]carbonyl}amino)oxy]methyl}pyridin-2-yl)methyl acetate). Reaction SMILES: [Cl:1][C:2]1[CH:7]=[C:6]([Cl:8])[CH:5]=[CH:4][C:3]=1[CH:9]1[CH:18]([C:19]([NH:21][O:22][CH2:23][C:24]2[CH:29]=[CH:28][CH:27]=[C:26]([CH2:30][OH:31])[N:25]=2)=[O:20])[C:17]2[C:12](=[CH:13][CH:14]=[CH:15][CH:16]=2)[C:11](=[O:32])[N:10]1[CH:33]1[CH2:38][CH2:37][CH2:36][CH2:35][CH:34]1[NH:39][S:40]([CH3:43])(=[O:42])=[O:41].N1[CH:49]=[CH:48]C=CC=1.[C:50](OC(=O)C)(=[O:52])[CH3:51].[OH2:57]>ClCCl.CN(C1C=CN=CC=1)C>[C:50]([O:31][CH2:30][C:26]1[CH:27]=[CH:28][CH:29]=[C:24]([CH2:23][O:22][N:21]([C:48](=[O:57])[CH3:49])[C:19]([CH:18]2[C:17]3[C:12](=[CH:13][CH:14]=[CH:15][CH:16]=3)[C:11](=[O:32])[N:10]([CH:33]3[CH2:38][CH2:37][CH2:36][CH2:35][CH:34]3[NH:39][S:40]([CH3:43])(=[O:41])=[O:42])[CH:9]2[C:3]2[CH:4]=[CH:5][C:6]([Cl:8])=[CH:7][C:2]=2[Cl:1])=[O:20])[N:25]=1)(=[O:52])[CH3:51]. Procedure details: A solution of 480 mg of (3RS,4RS)-3-(2,4-dichlorophenyl)-N-{[6-(hydroxymethyl)pyridin-2-yl]methoxy}-2-{(1SR,2SR)-2-[(methylsulfonyl)amino]cyclohexyl}-1-oxo-1,2,3,4-tetrahydroisoquinoline-4-carboxamide in 4.8 ml of dichloromethane was cooled to 0° C., 4.5 mg of DMAP and 0.13 ml of pyridine were added, and then 0.7 ml of acetic anhydride was added dropwise, followed by stirring at room temperature overnight. To the reaction mixture was added water, followed by extraction with ethyl acetate. The or... Reactants: CC(C)(C)C(=O)Oc1cccc2c(O[Si](C)(C)C(C)(C)C)cccc12 (substrate), O=C=O (effective_coupling_partner). Reagents/catalysts: dppf. Run at temperature 80 celsius, time 48 hour. Product: CC(C)(C)[Si](C)(C)Oc1cccc2c(C(=O)O)cccc12.